describe an organic reaction: reactants, conditions, products, and yield From a dataset of the Open Reaction Database (ORD), a public repository of structured organic reaction records. Starting materials: ClC1=NC=CC=N1 (2-chloropyrimidine), C(C)(C)O (isopropyl alcohol), C(C)(C)NC(C)C (diisopropylamine). Reaction conditions: temperature 130 celsius. Yields the product C(C)(C)OC1=NC=CC=N1 (2-isopropoxypyrimidine). RXN SMILES: Cl[C:2]1[N:7]=[CH:6][CH:5]=[CH:4][N:3]=1.C(NC(C)C)(C)C.[CH:15]([OH:18])([CH3:17])[CH3:16]>>[CH:15]([O:18][C:2]1[N:7]=[CH:6][CH:5]=[CH:4][N:3]=1)([CH3:17])[CH3:16]. Reported procedure: A 2-chloropyrimidine was dissolved in isopropyl alcohol to which was added diisopropylamine. The reaction was heated in a sealed tube for ten days at 130° C. The cooled reaction mixture was concentrated, and the product purified via silica gel column chromatography to yield the 2-isopropoxypyrimidine.